From a dataset of the Open Reaction Database (ORD), a public repository of structured organic reaction records. describe an organic reaction: reactants, conditions, products, and yield Reactants: CC(C)C(NC(=O)OC(C)(C)C)C(=O)NC(CCC(=O)O)C(N)=O, CCCCCCCCCCCCCCCCCCO, CN(C)C=O. Yields the product CCCCCCCCCCCCCCCCCCOC(=O)CCC(NC(=O)C(NC(=O)OC(C)(C)C)C(C)C)C(N)=O. As a reaction SMILES: [C:1]([CH3:2])([CH3:3])([CH3:4])[O:5][C:6](=[O:7])[NH:8][CH:9]([CH:10]([CH3:11])[CH3:12])[C:13](=[O:14])[NH:15][CH:16]([CH2:17][CH2:18][C:19](=[O:20])[OH:21])[C:22]([NH2:23])=[O:24].[CH3:25][CH2:26][CH2:27][CH2:28][CH2:29][CH2:30][CH2:31][CH2:32][CH2:33][CH2:34][CH2:35][CH2:36][CH2:37][CH2:38][CH2:39][CH2:40][CH2:41][CH2:42][OH:43].[O:44]=[CH:45][N:46]([CH3:47])[CH3:48]>>[C:1]([CH3:2])([CH3:3])([CH3:4])[O:5][C:6](=[O:7])[NH:8][CH:9]([CH:10]([CH3:11])[CH3:12])[C:13](=[O:14])[NH:15][CH:16]([CH2:17][CH2:18][C:19](=[O:20])[O:21][CH2:42][CH2:41][CH2:40][CH2:39][CH2:38][CH2:37][CH2:36][CH2:35][CH2:34][CH2:33][CH2:32][CH2:31][CH2:30][CH2:29][CH2:28][CH2:27][CH2:26][CH3:25])[C:22]([NH2:23])=[O:24]. The reactants are C=1(C(=CC=CC1)C=O)C (o-tolualdehyde), N(=[N+]=[N-])CC(=O)OC (methyl azidoacetate). Product: CC1=C(C=C(C(=O)OC)N=[N+]=[N-])C=CC=C1 (Methyl 2-methyl-α-azidocinnamate). RXN SMILES: [C:1]1([CH3:9])[C:2]([CH:7]=O)=[CH:3][CH:4]=[CH:5][CH:6]=1.[N:10]([CH2:13][C:14]([O:16][CH3:17])=[O:15])=[N+:11]=[N-:12]>>[CH3:9][C:1]1[CH:6]=[CH:5][CH:4]=[CH:3][C:2]=1[CH:7]=[C:13]([N:10]=[N+:11]=[N-:12])[C:14]([O:16][CH3:17])=[O:15]. Reported procedure: Following the general procedure of PREPARATION 61 and making non-critical variations but starting with o-tolualdehyde (5.0 g), methyl azidoacetate (19.2 g), the title compound is obtained, NMR (300 MHz, CDCl3) 7.96, 7.26-7.18, 7.13, 3.92 and 2.36 δ. Starting materials: C(C#C)(=O)OC1=CC(=C(C(=C1)C)Br)C (4-Bromo-3,5-dimethylphenyl propiolate), IC1=CC(=CC=C1)[N+](=O)[O-] (1-Iodo-3-nitrobenzene), C(=O)([O-])[O-].[K+].[K+] (K2CO3), PdCl2(Ph3P)2. The reagents and catalysts are [Cu]I (CuI). The solvent is C1CCOC1 (THF), C1CCOC1 (THF). Conditions: temperature 65 celsius. Product: [N+](=O)([O-])C=1C=C(C=CC1)C#CC(=O)OC1=CC(=C(C(=C1)C)Br)C (4-Bromo-3,5-dimethylphenyl 3-(3-nitrophenyl)propiolate). The yield is 28.6%. Reaction SMILES: I[C:2]1[CH:7]=[CH:6][CH:5]=[C:4]([N+:8]([O-:10])=[O:9])[CH:3]=1.C([O-])([O-])=O.[K+].[K+].[C:17]([O:21][C:22]1[CH:27]=[C:26]([CH3:28])[C:25]([Br:29])=[C:24]([CH3:30])[CH:23]=1)(=[O:20])[C:18]#[CH:19]>C1COCC1.[Cu]I>[N+:8]([C:4]1[CH:3]=[C:2]([C:19]#[C:18][C:17]([O:21][C:22]2[CH:23]=[C:24]([CH3:30])[C:25]([Br:29])=[C:26]([CH3:28])[CH:27]=2)=[O:20])[CH:7]=[CH:6][CH:5]=1)([O-:10])=[O:9] |f:1.2.3|. Procedure details: 1-Iodo-3-nitrobenzene (41.05 g, 164.3 mmol) in THF (100 mL) was degassed under reduced pressure at −78° C., and then nitrogen gas was introduced. To the solution was added K2CO3 (41.27 g, 298.6 mmol), CuI (2.27 g, 11.9 mmol) and PdCl2(Ph3P)2 (1.11 g, 1.57 mmol), and the mixture was stirred at 65° C. 4-bromo-3,5-dimethylphenyl propiolate (6-1) (37.79 g, 149.3 mmol) in THF (68 mL) was added by syringe pump over a period of 5.4 hr, and the mixture was stirred an additional 1 h after addition was co... The reactants are S1CCC(CC1)=O (tetrahydrothiopyran-4-one), O1CCCC1 (tetrahydrofuran), C(CCC)[Li] (n-butyllithium), CN(CCN(C)C)C (tetramethylethylenediamine), BrC1=C(C=C(C=C1)OCOC)OCOC (1-bromo-2,4-bis(methoxy-methoxy)benzene), O1CCCC1 (tetrahydrofuran), Cl (hydrochloric acid). Solvent: CCCCCC (hexane). Conditions: temperature -70 celsius, time 1 hour. Yields the product COCOC1=C(C=CC(=C1)OCOC)SC1(CCOCC1)O (4-(2,4-Bis(methoxymethoxy)phenyl)tetrahydrothio-pyran-4-ol). Reaction SMILES: CN(C)[CH2:3][CH2:4]N(C)C.Br[C:10]1C=C[C:13]([O:16][CH2:17][O:18][CH3:19])=[CH:12][C:11]=1[O:20][CH2:21][O:22][CH3:23].C([Li])CCC.[S:29]1[CH2:34][CH2:33][C:32](=[O:35])[CH2:31][CH2:30]1.Cl.[O:37]1CCCC1>CCCCCC>[CH3:19][O:18][CH2:17][O:16][C:13]1[CH:12]=[C:11]([O:20][CH2:21][O:22][CH3:23])[CH:10]=[CH:33][C:34]=1[S:29][C:30]1([OH:37])[CH2:31][CH2:32][O:35][CH2:4][CH2:3]1. Procedure details: 6.35 ml of tetramethylethylenediamine are added to a solution of 5.54 g of 1-bromo-2,4-bis(methoxy-methoxy)benzene in 80 ml of tetrahydrofuran. The mixture is cooled to −70° C. and 16.8 ml of 2.5M n-butyllithium in hexane are added. The reaction medium is stirred at −70° C. for 1 hour and 2.79 g of tetrahydrothiopyran-4-one in solution in 30 ml of tetrahydrofuran are added. The reaction medium is stirred at −70° C. for 1 hour and then left at ambient temperature overnight. 50 ml of 2M hydrochlor... The reactants are CC1=C(N)C=CC(=C1)[N+](=O)[O-] (2-methyl-4-nitroaniline), [OH-].[Na+] (sodium hydroxide), Cl (hydrochloric acid), 2-pentanon-4. Conditions: time 1 hour. Yields the product [N+](=O)([O-])C=1C=C2C(=CC(=NC2=C(C1)C)C)C (6-nitro-4,8-dimethylquinaldine). The yield is 78.5%. As a reaction SMILES: [CH3:1][C:2]1[CH:8]=[C:7]([N+:9]([O-:11])=[O:10])[CH:6]=[CH:5][C:3]=1[NH2:4].Cl.[OH-].[Na+]>>[N+:9]([C:7]1[CH:6]=[C:5]2[C:3](=[C:2]([CH3:1])[CH:8]=1)[N:4]=[C:8]([CH3:7])[CH:2]=[C:3]2[CH3:5])([O-:11])=[O:10] |f:2.3|. Procedure: A mixture consisting of 608 g (4.0 moles) of 2-methyl-4-nitroaniline and 1,216 g of conc. hydrochloric acid was maintained at 90°-95° C., and with good stirring, 488 g (4.8 moles) of 2-pentanon-4-ol was added dropwise over a period of 2 hours. After the addition, the reaction was further carried out for 1 hour. After cooling, a conc. aqueous solution of 528 g of sodium hydroxide was added under ice cooling to render the reaction mixture alkaline. The alkaline reaction mixture was separated into ... Starting materials: C(=O)(OC(C)(C)C)N[C@@H](CC1=CC=C(C=C1)OCC1=CC=CC=C1)[C@@H]1C[C@H](C(O1)=O)CC1=CC=CC=C1 (5(S)-[1(S)-(Boc-amino)-2-(p-benzyloxyphenyl)-ethyl]-3(R)-(phenylmethyl)-dihydrofuran-2-(3H)-one), [OH-].[Li+] (lithium hydroxide). The solvent is O (water), C(OC)COC (dimethoxyethane). The product is C(=O)(OC(C)(C)C)N[C@H]([C@H](C[C@H](C(=O)O)CC1=CC=CC=C1)O)CC1=CC=C(C=C1)OCC1=CC=CC=C1 (5(S)-(Boc-amino)-4(S)-hydroxy-6-(p-benzyloxyphenyl)-2(R)-(phenylmethyl)-hexanoic acid). As a reaction SMILES: [C:1]([NH:8][C@H:9]([C@H:25]1[O:29][C:28](=[O:30])[C@H:27]([CH2:31][C:32]2[CH:37]=[CH:36][CH:35]=[CH:34][CH:33]=2)[CH2:26]1)[CH2:10][C:11]1[CH:16]=[CH:15][C:14]([O:17][CH2:18][C:19]2[CH:24]=[CH:23][CH:22]=[CH:21][CH:20]=2)=[CH:13][CH:12]=1)([O:3][C:4]([CH3:7])([CH3:6])[CH3:5])=[O:2].[OH-:38].[Li+]>C(COC)OC.O>[C:1]([NH:8][C@@H:9]([CH2:10][C:11]1[CH:16]=[CH:15][C:14]([O:17][CH2:18][C:19]2[CH:20]=[CH:21][CH:22]=[CH:23][CH:24]=2)=[CH:13][CH:12]=1)[C@@H:25]([OH:29])[CH2:26][C@@H:27]([CH2:31][C:32]1[CH:33]=[CH:34][CH:35]=[CH:36][CH:37]=1)[C:28]([OH:38])=[O:30])([O:3][C:4]([CH3:6])([CH3:7])[CH3:5])=[O:2] |f:1.2|. Reported procedure: Analogously to Example 1i), 0.502 g (1.00 mmol) of 5(S)-[1(S)-(Boc-amino)-2-(p-benzyloxyphenyl)-ethyl]-3(R)-(phenylmethyl)-dihydrofuran-2-(3H)-one in 16 ml of dimethoxyethane and 8.6 ml of water are hydrolysed with 4 ml of 1M lithium hydroxide solution. The reaction mixture, partially concentrated by evaporation, is poured onto a mixture of ice, 49 ml of sat. NH4Cl solution, 4.1 ml of 10% citric acid solution and methylene chloride, and ethanol is added until the precipitated solid has dissolved...